Dataset: the Open Reaction Database (ORD), a public repository of structured organic reaction records. Task: describe an organic reaction: reactants, conditions, products, and yield Run at time 8 hour. The product is C(C1=CC=CC=C1)OC(=O)NCCCBr (3-(Benzyloxycarbonylamino)propyl bromide). Reactants: ClC(=O)OCC1=CC=CC=C1 (benzyl chloroformate), Br.BrCCCN (3-Bromopropylamine hydrobromide), C(C)(=O)OCC (ethyl acetate). The solvent is [OH-].[Na+] (NaOH). Reaction SMILES: Br.[Br:2][CH2:3][CH2:4][CH2:5][NH2:6].Cl[C:8]([O:10][CH2:11][C:12]1[CH:17]=[CH:16][CH:15]=[CH:14][CH:13]=1)=[O:9].C(OCC)(=O)C>[OH-].[Na+]>[CH2:11]([O:10][C:8]([NH:6][CH2:5][CH2:4][CH2:3][Br:2])=[O:9])[C:12]1[CH:17]=[CH:16][CH:15]=[CH:14][CH:13]=1 |f:0.1,4.5|. Procedure: 3-Bromopropylamine hydrobromide (5.0 g, 22.8 mmol) was dissolved in an aqueous NaOH solution (15 wt %, 80 ml) and cooled to 0° C. under nitrogen before benzyl chloroformate was added dropwise. The reaction was left to stir overnight then ethyl acetate (100 ml) was added and the phases were separated. The organic phase was further washed with a HCl solution (2 M, 100 ml), a NaOH solution (2 M, 100 ml), brine (100 ml), dried over Na2SO4, and evaporated to yield 12 as a clear oil (6.22 g, 22.8 mmol... The yield is 100.0%.